This data is from the Open Reaction Database (ORD), a public repository of structured organic reaction records. The task is: describe an organic reaction: reactants, conditions, products, and yield Reactants: CC(C)(C)OC(=O)CBr, COC(C)(C)C, CCCC[N+](CCCC)(CCCC)CCCC, Cc1ccccc1, [Na+], OCC1CCCC(COC2CCCCO2)C1, [OH-], O, O=S(=O)([O-])O. The product is CC(C)(C)OC(=O)COCC1CCCC(COC2CCCCO2)C1. Reaction SMILES: [Br:17][CH2:18][C:19](=[O:20])[O:21][C:22]([CH3:23])([CH3:24])[CH3:25].[C:28]([O:29][CH3:30])([CH3:31])([CH3:32])[CH3:33].[CH2:39]([N+:40]([CH2:41][CH2:42][CH2:43][CH3:44])([CH2:45][CH2:46][CH2:47][CH3:48])[CH2:49][CH2:50][CH2:51][CH3:52])[CH2:53][CH2:54][CH3:55].[CH3:56][c:57]1[cH:58][cH:59][cH:60][cH:61][cH:62]1.[Na+:27].[O:1]1[CH:2]([O:7][CH2:8][CH:9]2[CH2:10][CH:11]([CH2:15][OH:16])[CH2:12][CH2:13][CH2:14]2)[CH2:3][CH2:4][CH2:5][CH2:6]1.[OH-:26].[OH2:63].[S:34](=[O:35])(=[O:36])([OH:37])[O-:38]>>[O:1]1[CH:2]([O:7][CH2:8][CH:9]2[CH2:10][CH:11]([CH2:15][O:16][CH2:18][C:19](=[O:20])[O:21][C:22]([CH3:23])([CH3:24])[CH3:25])[CH2:12][CH2:13][CH2:14]2)[CH2:3][CH2:4][CH2:5][CH2:6]1. Reactants: ClCCl, CC(C)(C)OC(=O)NC1CCC(c2cccc(F)c2F)CN(Cc2ccccn2)C1=O, O=C(O)C(F)(F)F. The product is NC1CCC(c2cccc(F)c2F)CN(Cc2ccccn2)C1=O. As a reaction SMILES: [Cl:39][CH2:40][Cl:41].[F:8][c:9]1[c:10]([CH:16]2[CH2:17][CH2:18][CH:19]([NH:31][C:32](=[O:33])[O:34][C:35]([CH3:36])([CH3:37])[CH3:38])[C:20](=[O:30])[N:21]([CH2:23][c:24]3[n:25][cH:26][cH:27][cH:28][cH:29]3)[CH2:22]2)[cH:11][cH:12][cH:13][c:14]1[F:15].[OH:1][C:2]([C:3]([F:4])([F:5])[F:6])=[O:7]>>[F:8][c:9]1[c:10]([CH:16]2[CH2:17][CH2:18][CH:19]([NH2:31])[C:20](=[O:30])[N:21]([CH2:23][c:24]3[n:25][cH:26][cH:27][cH:28][cH:29]3)[CH2:22]2)[cH:11][cH:12][cH:13][c:14]1[F:15]. Starting materials: C(C)(=O)OCC (ethyl acetate), COC(C1=C(C=C(C=C1C(F)(F)F)Cl)CBr)=O (4-chloro-2-bromomethyl-6-trifluoromethyl-benzoic acid methyl ester), C(C)C1=CC=C(CN)C=C1 (4-ethyl-benzylamine), C(=O)([O-])[O-].[K+].[K+] (K2CO3). Solvent: C1(=CC=CC=C1)C (toluene), CCCCCC (hexane). Run at temperature 100 celsius, time 2 hour. The product is ClC=1C=C2CN(C(C2=C(C1)C(F)(F)F)=O)CC1=CC=C(C=C1)CC (5-chloro-2-(4-ethyl-benzyl)-7-trifluoromethyl-2,3-dihydro-isoindol-1-one). Isolated yield 28.3%. As a reaction SMILES: CO[C:3](=[O:17])[C:4]1[C:9]([C:10]([F:13])([F:12])[F:11])=[CH:8][C:7]([Cl:14])=[CH:6][C:5]=1[CH2:15]Br.[CH2:18]([C:20]1[CH:27]=[CH:26][C:23]([CH2:24][NH2:25])=[CH:22][CH:21]=1)[CH3:19].C([O-])([O-])=O.[K+].[K+].C(OCC)(=O)C>C1(C)C=CC=CC=1.CCCCCC>[Cl:14][C:7]1[CH:6]=[C:5]2[C:4](=[C:9]([C:10]([F:11])([F:12])[F:13])[CH:8]=1)[C:3](=[O:17])[N:25]([CH2:24][C:23]1[CH:26]=[CH:27][C:20]([CH2:18][CH3:19])=[CH:21][CH:22]=1)[CH2:15]2 |f:2.3.4|. Reported procedure: A mixture of 4-chloro-2-bromomethyl-6-trifluoromethyl-benzoic acid methyl ester (0.995 g, 3.0 mmol), 4-ethyl-benzylamine (0.520 mL, 3.6 mmol), and K2CO3 (0.621 g, 4.5 mmol) in toluene (10 mL) was heated with stirring at 100° C. for 2 h. Workup and silica gel column chromatography using 30% ethyl acetate in hexane afforded 5-chloro-2-(4-ethyl-benzyl)-7-trifluoromethyl-2,3-dihydro-isoindol-1-one (0.30 g, 28%). 1H NMR (300 MHz, CDCl3): δ (ppm) 1.24 (t, 3H), 2.63 (q, 2H), 4.27 (s, 2H), 4.76 (s, 2H) ... The reactants are Cl, [Na+], COC(=O)C1CN(CCSc2cc(F)ccc2F)CCC1CCC(=O)c1c(F)cnc2ccc(OC)cc12, [OH-]. Product: COc1ccc2ncc(F)c(C(=O)CCC3CCN(CCSc4cc(F)ccc4F)CC3C(=O)O)c2c1. Reaction SMILES: [ClH:41].[Na+:40].[O:1]=[C:2]([CH2:3][CH2:4][CH:5]1[CH:6]([C:22](=[O:23])[O:24][CH3:25])[CH2:7][N:8]([CH2:11][CH2:12][S:13][c:14]2[c:15]([F:21])[cH:16][cH:17][c:18]([F:20])[cH:19]2)[CH2:9][CH2:10]1)[c:26]1[c:27]([F:38])[cH:28][n:29][c:30]2[cH:31][cH:32][c:33]([O:36][CH3:37])[cH:34][c:35]12.[OH-:39]>>[O:1]=[C:2]([CH2:3][CH2:4][CH:5]1[CH:6]([C:22](=[O:23])[OH:24])[CH2:7][N:8]([CH2:11][CH2:12][S:13][c:14]2[c:15]([F:21])[cH:16][cH:17][c:18]([F:20])[cH:19]2)[CH2:9][CH2:10]1)[c:26]1[c:27]([F:38])[cH:28][n:29][c:30]2[cH:31][cH:32][c:33]([O:36][CH3:37])[cH:34][c:35]12.